This data is from the Open Reaction Database (ORD), a public repository of structured organic reaction records. The task is: describe an organic reaction: reactants, conditions, products, and yield The reactants are FC=1C=C(C=NC1OC)N (5-fluoro-6-methoxypyridin-3-amine), FC1=C(C=CC(=N1)C1=CC=NC=C1)C1=NC(=NC(=N1)C)N(CC1=CC=C(C=C1)OC)CC1=CC=C(C=C1)OC (4-(6-fluoro-2,4′-bipyridin-5-yl)-N,N-bis(4-methoxybenzyl)-6-methyl-1,3,5-triazin-2-amine). Product: COC1=CC=C(CN(C2=NC(=NC(=N2)C)C=2C=CC(=NC2NC=2C=NC(=C(C2)F)OC)C2=CC=NC=C2)CC2=CC=C(C=C2)OC)C=C1 (5-(4-(Bis(4-Methoxybenzyl)Amino)-6-Methyl-1,3,5-Triazin-2-yl)-N-(5-Fluoro-6-Methoxypyridin-3-yl)-2,4′-Bipyridin-6-Amine). Isolated yield 39.6%. As a reaction SMILES: [F:1][C:2]1[CH:3]=[C:4]([NH2:10])[CH:5]=[N:6][C:7]=1[O:8][CH3:9].F[C:12]1[N:17]=[C:16]([C:18]2[CH:23]=[CH:22][N:21]=[CH:20][CH:19]=2)[CH:15]=[CH:14][C:13]=1[C:24]1[N:29]=[C:28]([CH3:30])[N:27]=[C:26]([N:31]([CH2:41][C:42]2[CH:47]=[CH:46][C:45]([O:48][CH3:49])=[CH:44][CH:43]=2)[CH2:32][C:33]2[CH:38]=[CH:37][C:36]([O:39][CH3:40])=[CH:35][CH:34]=2)[N:25]=1>>[CH3:49][O:48][C:45]1[CH:44]=[CH:43][C:42]([CH2:41][N:31]([CH2:32][C:33]2[CH:34]=[CH:35][C:36]([O:39][CH3:40])=[CH:37][CH:38]=2)[C:26]2[N:27]=[C:28]([CH3:30])[N:29]=[C:24]([C:13]3[CH:14]=[CH:15][C:16]([C:18]4[CH:23]=[CH:22][N:21]=[CH:20][CH:19]=4)=[N:17][C:12]=3[NH:10][C:4]3[CH:5]=[N:6][C:7]([O:8][CH3:9])=[C:2]([F:1])[CH:3]=3)[N:25]=2)=[CH:47][CH:46]=1. Reported procedure: The title compound was prepared in an analogous manner to that described in Example 164 using 5-fluoro-6-methoxypyridin-3-amine (Anichem) and 4-(6-fluoro-2,4′-bipyridin-5-yl)-N,N-bis(4-methoxybenzyl)-6-methyl-1,3,5-triazin-2-amine. Purification using an ISCO Combiflash Companion (12 g column and sample loader, 30-100% EtOAc in hexanes over 20 min; the product eluted with 82% EtOAc) afforded the title compound as a brown oil (39.6%). 1H NMR (400 MHz, d6-DMSO) δ 11.86 (s, 1H); 8.91 (d, J=8.2 Hz, 1... The reactants are Cl.Cl.N1(CCCC1)[C@@H]1[C@@H](CCCC1)N (cis-2-pyrrolidin-1-yl-cyclohexylamine dihydrochloride), Cl.Cl.N1(CCCC1)[C@@H]1[C@@H](CCCC1)N (cis-2-pyrrolidin-1-yl-cyclohexylamine dihydrochloride), CC1=C(C(=O)O)C=CC(=C1)C(F)(F)F (2-methyl-4-trifluoromethyl-benzoic acid). Yields the product CC1=C(C(=O)NC2C(CCCC2)N2CCCC2)C=CC(=C1)C(F)(F)F (2-Methyl-N-((1RS,2SR)-2-pyrrolidin-1-yl-cyclohexyl)-4-trifluoromethyl-benzamide). As a reaction SMILES: Cl.Cl.[N:3]1([C@H:8]2[CH2:13][CH2:12][CH2:11][CH2:10][C@H:9]2[NH2:14])[CH2:7][CH2:6][CH2:5][CH2:4]1.[CH3:15][C:16]1[CH:24]=[C:23]([C:25]([F:28])([F:27])[F:26])[CH:22]=[CH:21][C:17]=1[C:18](O)=[O:19]>>[CH3:15][C:16]1[CH:24]=[C:23]([C:25]([F:26])([F:27])[F:28])[CH:22]=[CH:21][C:17]=1[C:18]([NH:14][CH:9]1[CH2:10][CH2:11][CH2:12][CH2:13][CH:8]1[N:3]1[CH2:4][CH2:5][CH2:6][CH2:7]1)=[O:19] |f:0.1.2|. Reported procedure: The title compound, white solid, MS: m/e=355.2 [(M+H)+], was prepared in accordance with the general method of example 5 from cis-2-pyrrolidin-1-yl-cyclohexylamine dihydrochloride (intermediate F) and 2-methyl-4-trifluoromethyl-benzoic acid (CAS 23984-82-9). Run in C(C)O (ethanol). Isolated yield 86.0%. Starting materials: Cl (HCl), C(C)OC=1C=C(CC2C(NC(S2)=N)=O)C=CC1OCC (5-(3,4-diethoxybenzyl)-2-iminothiazolidin-4-one), O (water). Reported procedure: In a mixture of 60 ml ethanol and 60 ml 1N-HCl is dissolved 5.0 g of the 5-(3,4-diethoxybenzyl)-2-iminothiazolidin-4-one prepared above and the solution is heated under reflux for 8 hours. The reaction solution is cooled, and water is added thereto. The aqueous mixture is subjected to extraction with chloroform to give 4.3 g (86.0%) of 5-(3,4-diethoxybenzyl)thiazolidine-2,4-dione as crystals. Recrystallization from ethyl acetate-n-hexane yields colorless prisms melting at 98°-99° C. The product is C(C)OC=1C=C(CC2C(NC(S2)=O)=O)C=CC1OCC (5-(3,4-diethoxybenzyl)thiazolidine-2,4-dione). Reaction SMILES: Cl.[CH2:2]([O:4][C:5]1[CH:6]=[C:7]([CH:16]=[CH:17][C:18]=1[O:19][CH2:20][CH3:21])[CH2:8][CH:9]1[S:13][C:12](=N)[NH:11][C:10]1=[O:15])[CH3:3].[OH2:22]>C(O)C>[CH2:2]([O:4][C:5]1[CH:6]=[C:7]([CH:16]=[CH:17][C:18]=1[O:19][CH2:20][CH3:21])[CH2:8][CH:9]1[S:13][C:12](=[O:22])[NH:11][C:10]1=[O:15])[CH3:3]. Starting materials: CCOC(=O)C1CC=C(O[Si](C)(C)C)CC12CC2, CO, [F-], [K+]. Product: CCOC(=O)C1CCC(=O)CC12CC2. As a reaction SMILES: [CH3:1][Si:2]([O:3][C:4]1=[CH:5][CH2:6][CH:7]([C:12](=[O:13])[O:14][CH2:15][CH3:16])[C:8]2([CH2:9][CH2:10]2)[CH2:11]1)([CH3:17])[CH3:18].[CH3:21][OH:22].[F-:19].[K+:20]>>[O:3]=[C:4]1[CH2:5][CH2:6][CH:7]([C:12](=[O:13])[O:14][CH2:15][CH3:16])[C:8]2([CH2:9][CH2:10]2)[CH2:11]1. Reactants: C(C)(=O)O[BH-](OC(C)=O)OC(C)=O.[Na+] (Sodium triacetoxy borohydride), O=C1CCN(CC1)C(=O)OC(C)(C)C (tert-butyl 4-oxopiperidine-1-carboxylate), BrC1=CC=C(C=N1)N (6-bromopyridin-3-amine), C(C)(=O)O (acetic acid). Run in ClC(C)Cl (dichloroethane), C(C)(=O)OCC (ethyl acetate). Reaction conditions: time 3 hour. Product: BrC1=CC=C(C=N1)NC1CCN(CC1)C(=O)OC(C)(C)C (tert-butyl 4-((6-bromopyridin-3-yl)amino)piperidine-1-carboxylate). Yield: 62.0%. RXN SMILES: O=[C:2]1[CH2:7][CH2:6][N:5]([C:8]([O:10][C:11]([CH3:14])([CH3:13])[CH3:12])=[O:9])[CH2:4][CH2:3]1.[Br:15][C:16]1[N:21]=[CH:20][C:19]([NH2:22])=[CH:18][CH:17]=1.C(O)(=O)C.C(O[BH-](OC(=O)C)OC(=O)C)(=O)C.[Na+]>ClC(Cl)C.C(OCC)(=O)C>[Br:15][C:16]1[N:21]=[CH:20][C:19]([NH:22][CH:2]2[CH2:7][CH2:6][N:5]([C:8]([O:10][C:11]([CH3:14])([CH3:13])[CH3:12])=[O:9])[CH2:4][CH2:3]2)=[CH:18][CH:17]=1 |f:3.4|. Reported procedure: To a mixture of tert-butyl 4-oxopiperidine-1-carboxylate (1.15 g, 5.78 mmol) and 6-bromopyridin-3-amine (0.5 g, 2.89 mmol) in dichloroethane (20 mL), acetic acid (8 mL, 2.89 mmol) was added and the contents were stirred at room temperature for 3 h. Sodium triacetoxy borohydride (1.225 g, 5.78 mmol) was added and the contents were stirred at room temperature for 12 h. The reaction was diluted with ethyl acetate and washed with brine; the organic layer was separated and concentrated in vacuo. The ...